From a dataset of the Open Reaction Database (ORD), a public repository of structured organic reaction records. describe an organic reaction: reactants, conditions, products, and yield The reactants are [Al+3], COc1cccc(C2(O)CCCN(Cc3ccccc3)C2)c1, [Cl-], [Cl-], [Cl-], [NH4+], [OH-], Oc1ccccc1. The product is COc1cccc(C2(c3ccc(O)cc3)CCCN(Cc3ccccc3)C2)c1. Reaction SMILES: [Al+3:31].[CH2:1]([c:2]1[cH:3][cH:4][cH:5][cH:6][cH:7]1)[N:8]1[CH2:9][C:10]([OH:14])([c:15]2[cH:16][c:17]([O:21][CH3:22])[cH:18][cH:19][cH:20]2)[CH2:11][CH2:12][CH2:13]1.[Cl-:30].[Cl-:32].[Cl-:33].[NH4+:35].[OH-:34].[OH:23][c:24]1[cH:25][cH:26][cH:27][cH:28][cH:29]1>>[CH2:1]([c:2]1[cH:3][cH:4][cH:5][cH:6][cH:7]1)[N:8]1[CH2:9][C:10]([c:15]2[cH:16][c:17]([O:21][CH3:22])[cH:18][cH:19][cH:20]2)([c:27]2[cH:26][cH:25][c:24]([OH:23])[cH:29][cH:28]2)[CH2:11][CH2:12][CH2:13]1.